Dataset: the Open Reaction Database (ORD), a public repository of structured organic reaction records. Task: describe an organic reaction: reactants, conditions, products, and yield Starting materials: ClC=1C=C(C=CC1)NC(C(=CC1=CC(=C(C(=C1)OC)O)Br)C#N)=O (N-(3-chlorophenyl)-2-cyano-3-(3-bromo-4-hydroxy-5-methoxyphenyl) propenamide), C(Cl)Cl (methylene chloride), solution, B(Br)(Br)Br (boron tribromide). Solvent: C(C)O (ethanol). Product: ClC=1C=C(C=CC1)NC(C(=CC1=CC(=C(C(=C1)O)O)Br)C#N)=O (N-(3-chlorophenyl)-2-cyano-3-(3-bromo-4, 5-dihydroxyphenyl) propenamide). Isolated yield 27.0%. RXN SMILES: [Cl:1][C:2]1[CH:3]=[C:4]([NH:8][C:9](=[O:24])[C:10]([C:22]#[N:23])=[CH:11][C:12]2[CH:17]=[C:16]([O:18]C)[C:15]([OH:20])=[C:14]([Br:21])[CH:13]=2)[CH:5]=[CH:6][CH:7]=1.B(Br)(Br)Br.C(Cl)Cl>C(O)C>[Cl:1][C:2]1[CH:3]=[C:4]([NH:8][C:9](=[O:24])[C:10]([C:22]#[N:23])=[CH:11][C:12]2[CH:17]=[C:16]([OH:18])[C:15]([OH:20])=[C:14]([Br:21])[CH:13]=2)[CH:5]=[CH:6][CH:7]=1. Reported procedure: Demethylation was effected in the same manner as in Example 2 with N-(3-chlorophenyl)-2-cyano-3-(3-bromo-4-hydroxy-5-methoxyphenyl) propenamide (1.38 g, 3.39 mmol) and 1M solution of boron tribromide in methylene chloride (8.5 ml, 8.5 mmol). The resultant solid was mixed with ethanol, refluxed for 10 minutes, allowed to cool to room temperature and filtered to give the objective N-(3-chlorophenyl)-2-cyano-3-(3-bromo-4, 5-dihydroxyphenyl) propenamide (360 mg, 27% in yield).